The task is: describe an organic reaction: reactants, conditions, products, and yield. This data is from the Open Reaction Database (ORD), a public repository of structured organic reaction records. Starting materials: ClC1=CC=CC=2C(C3=C(C=CC=C3C(C12)=O)Cl)=O (1,5-dichloroanthraquinone), C(C)(=O)O (acetic acid), Cl[Sn]Cl (SnCl2), Cl (HCl). Run in CCOCC (ether). The product is ClC1=CC=CC=2CC3=C(C=CC=C3C(C12)=O)Cl (1,5 dichloro-9(10H)-anthracenone). As a reaction SMILES: [Cl:1][C:2]1[C:15]2[C:14](=[O:16])[C:13]3[C:8](=[C:9]([Cl:17])[CH:10]=[CH:11][CH:12]=3)[C:7](=O)[C:6]=2[CH:5]=[CH:4][CH:3]=1.Cl[Sn]Cl.Cl.C(O)(=O)C>CCOCC>[Cl:1][C:2]1[C:15]2[C:14](=[O:16])[C:13]3[C:8](=[C:9]([Cl:17])[CH:10]=[CH:11][CH:12]=3)[CH2:7][C:6]=2[CH:5]=[CH:4][CH:3]=1. Procedure: 1,5-dichloroanthraquinone (1) was reduced with SnCl2 in boiling HCl and acetic acid with ether cleavage to give the corresponding 1,5 dichloro-9(10H)-anthracenone (II). To a solution of 1,5-dichloro-9(10H)anthracenone (1 mmol) and 0. 1 mL of pyridine in dry CH2Cl2 (20 mL) was added dropwise a solution of an appropriate acyl chloride (3 mmol) in dry CH2Cl2 (10 mL) under N2. The reaction mixture was stirred at room temperature or refluxed for several hours. The solvent was removed and the residue ... The reactants are N1CCC(CC1)CCC(=O)C=1C=C2CCC(N3C2=C(C1)CC3)=O (8-[3-(4-piperidinyl)-1-oxopropyl]-1,2,5,6-tetrahydro-4H-pyrrolo[3,2,1-ij]quinolin-4-one), C(C)(=O)OC(C)=O (acetic anhydride). As a reaction SMILES: [NH:1]1[CH2:6][CH2:5][CH:4]([CH2:7][CH2:8][C:9]([C:11]2[CH:12]=[C:13]3[C:18]4=[C:19]([CH2:21][CH2:22][N:17]4[C:16](=[O:23])[CH2:15][CH2:14]3)[CH:20]=2)=[O:10])[CH2:3][CH2:2]1.[C:24](OC(=O)C)(=[O:26])[CH3:25]>C(OCC)(=O)C>[C:24]([N:1]1[CH2:2][CH2:3][CH:4]([CH2:7][CH2:8][C:9]([C:11]2[CH:12]=[C:13]3[C:18]4=[C:19]([CH2:21][CH2:22][N:17]4[C:16](=[O:23])[CH2:15][CH2:14]3)[CH:20]=2)=[O:10])[CH2:5][CH2:6]1)(=[O:26])[CH3:25]. Run in C(C)(=O)OCC (ethyl acetate). Yield: 54.4%. Run at time 1 hour. Product: C(C)(=O)N1CCC(CC1)CCC(=O)C=1C=C2CCC(N3C2=C(C1)CC3)=O (8-[3-(1-Acetyl-4-piperidinyl)-1-oxopropyl]-1,2,5,6-tetrahydro-4H-pyrrolo[3,2,1-ij]quinolin-4-one). Reported procedure: A mixed solution of 8-[3-(4-piperidinyl)-1-oxopropyl]-1,2,5,6-tetrahydro-4H-pyrrolo[3,2,1-ij]quinolin-4-one (free base, 0.30 g, 0.96 mmol) and acetic anhydride (0.11 ml, 1.16 mmol) in ethyl acetate (25 ml) was heated at 55-60° C. with stirring for 1 hour. The solvent was then distilled off and the residue was purified by silica gel column chromatography (eluent: ethyl acetate-methanol=10:1) to provide the title compound (0.185 g) as colorless powders melting at 160-161° C. The reactants are CC1CCNCC1 (4-Methylpiperidine), BrC(C(=O)OCC)C1=CC=CC=C1 (ethyl 2-bromo-2-phenylacetate), TEA. The solvent is C(C)#N (acetonitrile). Reaction conditions: time 48 hour. Yields the product CC1CCN(CC1)C(C(=O)OCC)C1=CC=CC=C1 (ethyl 2-(4-methylpiperidin-1-yl)-2-phenylacetate). Isolated yield 70.0%. RXN SMILES: [CH3:1][CH:2]1[CH2:7][CH2:6][NH:5][CH2:4][CH2:3]1.Br[CH:9]([C:15]1[CH:20]=[CH:19][CH:18]=[CH:17][CH:16]=1)[C:10]([O:12][CH2:13][CH3:14])=[O:11]>C(#N)C>[CH3:1][CH:2]1[CH2:7][CH2:6][N:5]([CH:9]([C:15]2[CH:20]=[CH:19][CH:18]=[CH:17][CH:16]=2)[C:10]([O:12][CH2:13][CH3:14])=[O:11])[CH2:4][CH2:3]1. Procedure details: 4-Methylpiperidine (0.17 ml, 1.48 mmol), ethyl 2-bromo-2-phenylacetate (0.22 ml, 1.23 mmol), and TEA (0.21 ml, 1.48 mmol) were dissolved in acetonitrile (6 ml) and stirred at room temperature for 48 hours. The volatiles were evaporated and the crude residue was purified by flash chromatography (petroleum ether/AcOEt=95/5) to obtain ethyl 2-(4-methylpiperidin-1-yl)-2-phenylacetate (225 mg, 69.8% yield) as a colourless oil. The reactants are BrC=1C=CC(=NC1)C (5-bromo-2-methylpyridine), BrN1C(CCC1=O)=O (N-bromosuccinimide). The reagents and catalysts are N(=NC(C#N)(C)C)C(C#N)(C)C (2,2′-azobis(2-methylpropionitrile)). Solvent: C(Cl)(Cl)(Cl)Cl (carbon tetrachloride). Reaction conditions: temperature 85 celsius, time 1 hour. Product: BrC=1C=CC(=NC1)CBr (5-bromo-2-bromomethyl-pyridine). Yield: 50.7%. RXN SMILES: [Br:1][C:2]1[CH:3]=[CH:4][C:5]([CH3:8])=[N:6][CH:7]=1.[Br:9]N1C(=O)CCC1=O>C(Cl)(Cl)(Cl)Cl.N(C(C)(C)C#N)=NC(C)(C)C#N>[Br:1][C:2]1[CH:3]=[CH:4][C:5]([CH2:8][Br:9])=[N:6][CH:7]=1. Procedure details: To a solution of 5-bromo-2-methylpyridine (5.0 g) in carbon tetrachloride (50 mL) was added N-bromosuccinimide (6.2 g) and 2,2′-azobis(2-methylpropionitrile) (239 mg) and the mixture was stirred at 85° C. for 1 hour. After cooling, the reaction mixture was filtered to remove the insoluble materials and the filtrate was concentrated in vacuo. The resultant crude product was purified by a column chromatography on silica gel (solvent; hexane/ethyl acetate=100:0→92:8) to give 5-bromo-2-bromomethyl-p... Reactants: C(C)(CC)[Mg]Cl (sec-butyl magnesium chloride), CC=1N=C(C2=C(N1)N(C(=C2C)C)C2=C(C=C(C=C2C)C)C)C#N (2,5,6-trimethyl-7-(2,4,6-trimethyl-phenyl)-7H-pyrrolo[2,3-d]pyrimidine-4-carbonitrile), O1CCCC1 (tetrahydrofuran). Run at time 5 hour. The product is CC(C(=O)C=1C2=C(N=C(N1)C)N(C(=C2C)C)C2=C(C=C(C=C2C)C)C)CC (2-Methyl-1-[2,5,6-trimethyl-7-(2,4,6-trimethyl-phenyl)-7H-pyrrolo[2,3-d]pyrimidin-4-yl]-butan-1-one). The yield is 90.0%. RXN SMILES: [CH:1]([Mg]Cl)([CH2:3][CH3:4])[CH3:2].[CH3:7][C:8]1[N:9]=[C:10]([C:28]#N)[C:11]2[C:16]([CH3:17])=[C:15]([CH3:18])[N:14]([C:19]3[C:24]([CH3:25])=[CH:23][C:22]([CH3:26])=[CH:21][C:20]=3[CH3:27])[C:12]=2[N:13]=1.[O:30]1CCCC1>>[CH3:2][CH:1]([CH2:3][CH3:4])[C:28]([C:10]1[C:11]2[C:16]([CH3:17])=[C:15]([CH3:18])[N:14]([C:19]3[C:24]([CH3:25])=[CH:23][C:22]([CH3:26])=[CH:21][C:20]=3[CH3:27])[C:12]=2[N:13]=[C:8]([CH3:7])[N:9]=1)=[O:30]. Reported procedure: To a solution of sec-butyl magnesium chloride (1.5 ml, 3.0 mmol, 2 M in diethyl ether) in 24 ml of dry tetrahydrofuran was added 2,5,6-trimethyl-7-(2,4,6-trimethyl-phenyl)-7H-pyrrolo[2,3-d]pyrimidine-4-carbonitrile (0.814 g, 2.67 mmol) at room temperature and stirred for 5 hours. The mixture was quenched with 5 ml of 2N HCl, neutralized with saturated sodium bicarbonate, extracted with ethyl acetate. The organic layer was dried and concentrated to give a yellow solid. The solid was purified thro...